Dataset: the Open Reaction Database (ORD), a public repository of structured organic reaction records. Task: describe an organic reaction: reactants, conditions, products, and yield Starting materials: [H-].[Al+3].[Li+].[H-].[H-].[H-] (Lithium aluminium hydride), C(C1=CC=CC=C1)OC1=CC=C(CN2N=C(C(=C2)C(=O)OCC)OCC2=CC=C(C=C2)OCC2=CC=CC=C2)C=C1 (ethyl 1-(4-benzyloxybenzyl)-3-(4-benzyloxybenzyloxy)-1H-pyrazole-4-carboxylate), O (water). Run in O1CCCC1 (tetrahydrofuran). Conditions: time 1 hour. Product: C(C1=CC=CC=C1)OC1=CC=C(CN2N=C(C(=C2)CO)OCC2=CC=C(C=C2)OCC2=CC=CC=C2)C=C1 ([1-(4-benzyloxybenzyl)-3-(4-benzyloxybenzyloxy)-1H-pyrazol-4-yl]methanol). The yield is 70.0%. RXN SMILES: [H-].[Al+3].[Li+].[H-].[H-].[H-].[CH2:7]([O:14][C:15]1[CH:47]=[CH:46][C:18]([CH2:19][N:20]2[CH:24]=[C:23]([C:25](OCC)=[O:26])[C:22]([O:30][CH2:31][C:32]3[CH:37]=[CH:36][C:35]([O:38][CH2:39][C:40]4[CH:45]=[CH:44][CH:43]=[CH:42][CH:41]=4)=[CH:34][CH:33]=3)=[N:21]2)=[CH:17][CH:16]=1)[C:8]1[CH:13]=[CH:12][CH:11]=[CH:10][CH:9]=1.O>O1CCCC1>[CH2:7]([O:14][C:15]1[CH:47]=[CH:46][C:18]([CH2:19][N:20]2[CH:24]=[C:23]([CH2:25][OH:26])[C:22]([O:30][CH2:31][C:32]3[CH:37]=[CH:36][C:35]([O:38][CH2:39][C:40]4[CH:45]=[CH:44][CH:43]=[CH:42][CH:41]=4)=[CH:34][CH:33]=3)=[N:21]2)=[CH:17][CH:16]=1)[C:8]1[CH:9]=[CH:10][CH:11]=[CH:12][CH:13]=1 |f:0.1.2.3.4.5|. Procedure details: Lithium aluminium hydride (1.52 g) was added to a solution of ethyl 1-(4-benzyloxybenzyl)-3-(4-benzyloxybenzyloxy)-1H-pyrazole-4-carboxylate (11.00 g) in tetrahydrofuran (200 ml) at 0° C., and the mixture was stirred at room temperature for one hour. After water was added to the reaction mixture, the precipitate was removed by filtration and the filtrate was extracted with ethyl acetate. The ethyl acetate layer was washed with saturated aqueous sodium chloride solution, dried (MgSO4), and then c... Reactants: O=C([O-])[O-], C1COCCN1, CC#N, O=C1CCc2cc([N+](=O)[O-])ccc2N1CCCCl, [K+], [K+], O. The product is O=C1CCc2cc([N+](=O)[O-])ccc2N1CCCN1CCOCC1. As a reaction SMILES: [C:19](=[O:20])([O-:21])[O-:22].[CH2:25]1[CH2:26][O:27][CH2:28][CH2:29][NH:30]1.[CH3:31][C:32]#[N:33].[Cl:1][CH2:2][CH2:3][CH2:4][N:5]1[C:6](=[O:18])[CH2:7][CH2:8][c:9]2[cH:10][c:11]([N+:15](=[O:16])[O-:17])[cH:12][cH:13][c:14]21.[K+:23].[K+:24].[OH2:34]>>[CH2:2]([CH2:3][CH2:4][N:5]1[C:6](=[O:18])[CH2:7][CH2:8][c:9]2[cH:10][c:11]([N+:15](=[O:16])[O-:17])[cH:12][cH:13][c:14]21)[N:30]1[CH2:25][CH2:26][O:27][CH2:28][CH2:29]1. Starting materials: BrC=1C=C(C=CC1)C(CC(=O)C1=CC(=NC=C1)C)C1=C(C=CC=C1)C (3-(3-Bromo-phenyl)-1-(2-methyl-pyridin-4-yl)-3-o-tolyl-propan-1-one), C(C#C)O (2-propyn-1-ol). Yields the product OCC#CC=1C=C(C=CC1)C(CC(=O)C1=CC(=NC=C1)C)C1=C(C=CC=C1)C (3-[3-(3-Hydroxy-prop-1-ynyl)-phenyl]-1-(2-methyl-pyridin-4-yl)-3-o-tolyl-propan-1-one). RXN SMILES: Br[C:2]1[CH:3]=[C:4]([CH:8]([C:19]2[CH:24]=[CH:23][CH:22]=[CH:21][C:20]=2[CH3:25])[CH2:9][C:10]([C:12]2[CH:17]=[CH:16][N:15]=[C:14]([CH3:18])[CH:13]=2)=[O:11])[CH:5]=[CH:6][CH:7]=1.[CH2:26]([OH:29])[C:27]#[CH:28]>>[OH:29][CH2:26][C:27]#[C:28][C:2]1[CH:3]=[C:4]([CH:8]([C:19]2[CH:24]=[CH:23][CH:22]=[CH:21][C:20]=2[CH3:25])[CH2:9][C:10]([C:12]2[CH:17]=[CH:16][N:15]=[C:14]([CH3:18])[CH:13]=2)=[O:11])[CH:5]=[CH:6][CH:7]=1. Procedure details: In analogy to example 85, step 1, from 3-(3-bromo-phenyl)-1-(2-methyl-pyridin-4-yl)-3-o-tolyl-propan-1-one (example 98, step 5) and 2-propyn-1-ol was prepared the title compound as a white foam, MS (ESI+): m/z=370.18 ([M+H]+). Starting materials: C(C)OC(CC1=CC(=C(C=C1)OC)OC1=C(C=C(C=C1)[N+](=O)[O-])C=O)=O ([3-(2-Formyl-4-nitro-phenoxy)-4-methoxy-phenyl]-acetic acid ethyl ester), C(C)N (ethylamine), C(#N)[BH3-].[Na+] (sodium cyanoborohydride). The solvent is C(Cl)Cl (CH2Cl2). Conditions: time 3 hour. Product: C(C)OC(CC1=CC(=C(C=C1)OC)OC1=C(C=C(C=C1)[N+](=O)[O-])CNCC)=O ([3-(2-Ethylaminomethyl-4-nitro-phenoxy)-4-methoxy-phenyl]-acetic acid ethyl ester). Reaction SMILES: [CH2:1]([O:3][C:4](=[O:26])[CH2:5][C:6]1[CH:11]=[CH:10][C:9]([O:12][CH3:13])=[C:8]([O:14][C:15]2[CH:20]=[CH:19][C:18]([N+:21]([O-:23])=[O:22])=[CH:17][C:16]=2[CH:24]=O)[CH:7]=1)[CH3:2].[CH2:27]([NH2:29])[CH3:28].C([BH3-])#N.[Na+]>C(Cl)Cl>[CH2:1]([O:3][C:4](=[O:26])[CH2:5][C:6]1[CH:11]=[CH:10][C:9]([O:12][CH3:13])=[C:8]([O:14][C:15]2[CH:20]=[CH:19][C:18]([N+:21]([O-:23])=[O:22])=[CH:17][C:16]=2[CH2:24][NH:29][CH2:27][CH3:28])[CH:7]=1)[CH3:2] |f:2.3|. Procedure details: [3-(2-Formyl-4-nitro-phenoxy)-4-methoxy-phenyl]-acetic acid ethyl ester (1.0 g, 2.79 mmol), ethylamine (2M in THF; 2.8 mL, 5.6 mmol), and sodium cyanoborohydride (0.26 g, 4.2 mmol) were combined in CH2Cl2 (30 mL), and the reaction was stirred at room temperature for 3 hours. After work-up, the mixture was concentrated to give the title compound. Reported procedure: Sodium hydride (1.86 g of a 60% dispersion in mineral oil, 46.5 mmol) was added to a solution of 1-[1-(4-chlorophenyl)cyclobutyl]ethanone (4.18 g, 20.0 mmol) and of dimethyl carbonate (8.4 mL, 99.6 mmol) in of dioxane (20 mL). After the reaction mixture had been refluxed for 4 h, it was chilled in an ice-water bath and treated drop wise with 1 M aqueous sodium hydrogen sulfate solution (50 mL). The mixture containing now a thick precipitate was then partitioned between diethyl ether and water. T... Yields the product ClC1=CC=C(C=C1)C1(CCC1)C(CC(=O)OC)=O (Methyl 3-[1-(4-chlorophenyl)cyclobutyl]-3-oxopropionate). Reactants: S(=O)(=O)(O)[O-].[Na+] (sodium hydrogen sulfate), [H-].[Na+] (Sodium hydride), ClC1=CC=C(C=C1)C1(CCC1)C(C)=O (1-[1-(4-chlorophenyl)cyclobutyl]ethanone), C(OC)(OC)=O (dimethyl carbonate). Run in O1CCOCC1 (dioxane). Yield: 83.4%. RXN SMILES: [H-].[Na+].[Cl:3][C:4]1[CH:9]=[CH:8][C:7]([C:10]2([C:14](=[O:16])[CH3:15])[CH2:13][CH2:12][CH2:11]2)=[CH:6][CH:5]=1.[C:17](=O)([O:20]C)[O:18][CH3:19].S([O-])(O)(=O)=O.[Na+]>O1CCOCC1>[Cl:3][C:4]1[CH:5]=[CH:6][C:7]([C:10]2([C:14](=[O:16])[CH2:15][C:17]([O:18][CH3:19])=[O:20])[CH2:13][CH2:12][CH2:11]2)=[CH:8][CH:9]=1 |f:0.1,4.5|. Starting materials: [N+](=[N-])=C1C(CC(CC1=O)(C)C)=O (2-diazo-5,5-dimethylcyclohexane-1,3-dione), ClC1=CC=CC=C1 (chlorobenzene), C(C1=CC=CC=C1)(=O)C1=CC=CC=C1 (benzophenone), C(C)(C)(C)C=1C=C(C=C(C1)C)C (5-t-butyl-m-xylene). The reagents and catalysts are [Hg] (mercury). Product: CC1=C(C(=CC(=C1)C(C)(C)C)C)C1C(CC(CC1=O)(C)C)=O (2-(2',6'-dimethyl-4'-t-butylphenyl)-5,5-dimethyl-1,3-cyclohexanedione). Yield: 11.0%. RXN SMILES: [N+](=[C:3]1[C:8](=[O:9])[CH2:7][C:6]([CH3:11])([CH3:10])[CH2:5][C:4]1=[O:12])=[N-].ClC1C=CC=CC=1.C(C1C=CC=CC=1)(=O)C1C=CC=CC=1.[C:34]([C:38]1[CH:39]=[C:40]([CH3:45])[CH:41]=[C:42]([CH3:44])[CH:43]=1)([CH3:37])([CH3:36])[CH3:35]>[Hg]>[CH3:45][C:40]1[CH:39]=[C:38]([C:34]([CH3:36])([CH3:35])[CH3:37])[CH:43]=[C:42]([CH3:44])[C:41]=1[CH:3]1[C:8](=[O:9])[CH2:7][C:6]([CH3:11])([CH3:10])[CH2:5][C:4]1=[O:12]. Procedure: A solution of 7.00 g (0.042 mol) of 2-diazo-5,5-dimethylcyclohexane-1,3-dione in 300 ml of 5-t-butyl-m-xylene and 250 ml chlorobenzene containing 38.38 g (0.21 mol) of benzophenone was irradiated overnight with a 200 watt mercury arc lamp fitted with a borosilicate glass filter after degassing for 1 hour under nitrogen. The photolysis mixture was extracted with 0.25N NaOH, washed with ether, acidified with 1N HCl, and extracted with chloroform. The chloroform was dried over anhydrous MgSO4 and s... Reactants: [Al+3], C1CCOC1, COC(=O)c1ccc(-c2cc(Cl)ccc2F)c(C2=CCCC2(C)C)c1, [H-], [H-], [H-], [H-], [Li+], [Na+], [OH-]. Yields the product CC1(C)CCC=C1c1cc(CO)ccc1-c1cc(Cl)ccc1F. Reaction SMILES: [Al+3:27].[CH2:34]1[O:35][CH2:36][CH2:37][CH2:38]1.[Cl:1][c:2]1[cH:3][cH:4][c:5]([F:25])[c:6](-[c:8]2[c:9]([C:18]3=[CH:19][CH2:20][CH2:21][C:22]3([CH3:23])[CH3:24])[cH:10][c:11]([C:14](=[O:15])[O:16][CH3:17])[cH:12][cH:13]2)[cH:7]1.[H-:26].[H-:29].[H-:30].[H-:31].[Li+:28].[Na+:33].[OH-:32]>>[Cl:1][c:2]1[cH:3][cH:4][c:5]([F:25])[c:6](-[c:8]2[c:9]([C:18]3=[CH:19][CH2:20][CH2:21][C:22]3([CH3:23])[CH3:24])[cH:10][c:11]([CH2:14][OH:15])[cH:12][cH:13]2)[cH:7]1. Reactants: ClC1=C(N)C=C(C=C1)C(F)(F)F (2-Chloro-5-(trifluoromethyl)aniline), C(C)OC=C(C(=O)OCC)C(=O)OCC (diethyl 2-(ethoxymethylene)malonate), C1(=CC=CC=C1)C (toluene), 1-L. The solvent is CCCCCC (hexane). Run at temperature 140 celsius. Yields the product O=C1C(=CNC2=CC=CC(=C12)C(F)(F)F)C(=O)O (4-oxo-5-(trifluoromethyl)-1,4-dihydroquinoline-3-carboxylic acid). The yield is 133.0%. Reaction SMILES: Cl[C:2]1[CH:8]=[CH:7][C:6]([C:9]([F:12])([F:11])[F:10])=[CH:5][C:3]=1[NH2:4].C([O:15][CH:16]=[C:17]([C:23](OCC)=O)[C:18]([O:20]CC)=[O:19])C.C1(C)C=CC=CC=1>CCCCCC>[O:15]=[C:16]1[C:5]2[C:3](=[CH:2][CH:8]=[CH:7][C:6]=2[C:9]([F:12])([F:11])[F:10])[NH:4][CH:23]=[C:17]1[C:18]([OH:20])=[O:19]. Procedure details: 2-Chloro-5-(trifluoromethyl)aniline 2 (200 g, 1.023 mol), diethyl 2-(ethoxymethylene)malonate 3 (276 g, 1.3 mol) and toluene (100 mL) were combined under a nitrogen atmosphere in a three-neck, 1-L round bottom flask equipped with Dean-Stark condenser. The solution was heated with stirring to 140° C. and the temperature was maintained for 4 h. The reaction mixture was cooled to 70° C. and hexane (600 mL) was slowly added. The resulting slurry was stirred and allowed to warm to room temperature. T...